This data is from the Open Reaction Database (ORD), a public repository of structured organic reaction records. The task is: describe an organic reaction: reactants, conditions, products, and yield The reactants are Cl.Cl.N(N)C=1N=NC(=CC1)N1CCSCC1 (3-Hydrazino-6-(4-thiomorpholinyl)-pyridazine di-hydrochloride), CC(CCC(C)=O)=O (2,5-hexanedione), C(C)(=O)[O-].[Na+] (sodium acetate). Solvent: C(C)(=O)O (acetic acid). Yields the product CC=1N(C(=CC1)C)NC=1N=NC(=CC1)N1CCSCC1 (N-(2,5-Dimethyl-1H-pyrrol-1-yl)-6-(4-thiomorpholinyl)-3-pyridazineamine). Yield: 50.0%. Reaction SMILES: Cl.Cl.[NH:3]([C:5]1[N:6]=[N:7][C:8]([N:11]2[CH2:16][CH2:15][S:14][CH2:13][CH2:12]2)=[CH:9][CH:10]=1)[NH2:4].[CH3:17][C:18](=O)[CH2:19][CH2:20][C:21](=O)[CH3:22].C([O-])(=O)C.[Na+]>C(O)(=O)C>[CH3:22][C:21]1[N:4]([NH:3][C:5]2[N:6]=[N:7][C:8]([N:11]3[CH2:16][CH2:15][S:14][CH2:13][CH2:12]3)=[CH:9][CH:10]=2)[C:18]([CH3:17])=[CH:19][CH:20]=1 |f:0.1.2,4.5|. Procedure details: 3-Hydrazino-6-(4-thiomorpholinyl)-pyridazine di-hydrochloride and 2,5-hexanedione are reacted in acetic acid in the presence of sodium acetate according to the procedure of example 2. The product is recovered by evaporating the acetic acid and slurring the residue in aqueous sodium bicarbonate. The solid obtained after filtration is purified by chromatography through silicagel using a chloroform-methanol mixture 97.5:2.5 mixture as the eluent. Yield 50%. M.p. 203° C. (from ethyl acetate). Elemen... Starting materials: [Br-], CC(=O)Cc1cccc(Br)c1, CCOCC, C[Mg+]. The product is CC(C)(O)Cc1cccc(Br)c1. RXN SMILES: [Br-:1].[Br:4][c:5]1[cH:6][c:7]([CH2:11][C:12]([CH3:13])=[O:14])[cH:8][cH:9][cH:10]1.[CH2:15]([O:16][CH2:17][CH3:18])[CH3:19].[CH3:2][Mg+:3]>>[CH3:2][C:12]([CH2:11][c:7]1[cH:6][c:5]([Br:4])[cH:10][cH:9][cH:8]1)([CH3:13])[OH:14]. Reactants: BrCCC1=C(C(=O)OC)C=C(C=C1)Cl (methyl 2-(bromoethyl)-5-chlorobenzoate), FC1=C(C=CC=C1)O (2-fluorophenol). Product: ClC=1C=CC(=C(C(=O)OC)C1)COC1=C(C=CC=C1)F (Methyl 5-chloro-2-[(2-fluorophenoxy)methyl]benzoate). Reaction SMILES: BrC[CH2:3][C:4]1[CH:13]=[CH:12][C:11]([Cl:14])=[CH:10][C:5]=1[C:6]([O:8][CH3:9])=[O:7].[F:15][C:16]1[CH:21]=[CH:20][CH:19]=[CH:18][C:17]=1[OH:22]>>[Cl:14][C:11]1[CH:12]=[CH:13][C:4]([CH2:3][O:22][C:17]2[CH:18]=[CH:19][CH:20]=[CH:21][C:16]=2[F:15])=[C:5]([CH:10]=1)[C:6]([O:8][CH3:9])=[O:7]. Reported procedure: The title compound was prepared according to the procedure described in step 1 of Example 1 from methyl 2-(bromoethyl)-5-chlorobenzoate and 2-fluorophenol: 1H-NMR (CDCl3)  8.02 (1H, d, J=2.4 Hz), 7.80-7.77 (1H, m), 7.57-7.53 (1H, m), 7.15-6.89 (4H, m), 5.52 (2H, s), 3.92 (3H, s). Reactants: N(N)C1=NC2=CC=CC=C2C(N1CCC)=O (2-hydrazino-3-n-propylquinazolin-4(3H)-one), resultant mixture, O (water), C(C)(=O)OCC (ethyl acetate), ClCC(=O)Cl (chloroacetyl chloride). The solvent is ClCCl (dichloromethane), CN(C=O)C (dimethylformamide). Yields the product ClCC1=NN=C2N1C1=CC=CC=C1C(N2CCC)=O (1-chloromethyl-4-n-propyl[1,2,4]triazolo[4,3-a]-quinazolin-5(4H)-one). Isolated yield 73.3%. RXN SMILES: [NH:1]([C:3]1[N:12]([CH2:13][CH2:14][CH3:15])[C:11](=[O:16])[C:10]2[C:5](=[CH:6][CH:7]=[CH:8][CH:9]=2)[N:4]=1)[NH2:2].[Cl:17][CH2:18][C:19](Cl)=O.O.C(OCC)(=O)C>CN(C)C=O.ClCCl>[Cl:17][CH2:18][C:19]1[N:4]2[C:5]3[C:10]([C:11](=[O:16])[N:12]([CH2:13][CH2:14][CH3:15])[C:3]2=[N:1][N:2]=1)=[CH:9][CH:8]=[CH:7][CH:6]=3. Procedure details: 156 g of 2-hydrazino-3-n-propylquinazolin-4(3H)-one (0.72 mole) were suspended in 500 ml of dimethylformamide and 90 g of chloroacetyl chloride (0.80 mole) were added in portions with cooling in an ice bath. When the addition was complete, the mixture was heated on a hot water bath for three hours until TLC (SiO2EtOAc) indicated no starting material or intermediate remaining. The resultant mixture was poured into one liter of water and one liter of ethyl acetate and 500 ml of dichloromethane and... Starting materials: [H][H] (hydrogen), CN1N=C(N(C1=O)C1=CC=C(C=C1)[N+](=O)[O-])C (2,4-dihydro-2,5-dimethyl-4-(4-nitrophenyl)-3H-1,2,4-triazol-3-one). Reagents/catalysts: [Ni] (Raney-nickel). Solvent: CO (methanol). The product is NC1=CC=C(C=C1)N1C(N(N=C1C)C)=O (4-(4-aminophenyl)-2,4-dihydro-2,5-dimethyl-3H-1,2,4-triazol-3-one). The yield is 95.0%. Reaction SMILES: [CH3:1][N:2]1[C:6](=[O:7])[N:5]([C:8]2[CH:13]=[CH:12][C:11]([N+:14]([O-])=O)=[CH:10][CH:9]=2)[C:4]([CH3:17])=[N:3]1.[H][H]>[Ni].CO>[NH2:14][C:11]1[CH:10]=[CH:9][C:8]([N:5]2[C:4]([CH3:17])=[N:3][N:2]([CH3:1])[C:6]2=[O:7])=[CH:13][CH:12]=1. Reported procedure: A mixture of 9 parts of 2,4-dihydro-2,5-dimethyl-4-(4-nitrophenyl)-3H-1,2,4-triazol-3-one and 200 parts of methanol is hydrogenated at normal pressure and at room temperature with 3 parts of Raney-nickel catalyst. After the calculated amount of hydrogen is taken up, the catalyst is filtered off and the filtrate is evaporated. The residue is triturated in 2,2'-oxybispropane. The product is filtered off and dried, yielding 7.5 parts (95%) of 4-(4-aminophenyl)-2,4-dihydro-2,5-dimethyl-3H-1,2,4-tria... Starting materials: CN1C(=C(C(=C1)NC(=O)OCC=C)OC)C(=O)OCC (ethyl 1-methyl-4-[(allyloxycarbonyl)amino]-3-methoxy-1H-pyrrole-2-carboxylate), [OH-].[Na+] (sodium hydroxide), C(C)O (ethanol). The solvent is O (Water). Run at time 5 day. The product is CN1C(=C(C(=C1)NC(=O)OCC=C)OC)C(=O)O (1-Methyl-4-[(allyloxycarbonyl)amino]-3-methoxy-1H-pyrrole-2-carboxylic acid). Yield: 71.5%. As a reaction SMILES: [CH3:1][N:2]1[CH:6]=[C:5]([NH:7][C:8]([O:10][CH2:11][CH:12]=[CH2:13])=[O:9])[C:4]([O:14][CH3:15])=[C:3]1[C:16]([O:18]CC)=[O:17].[OH-].[Na+].C(O)C>O>[CH3:1][N:2]1[CH:6]=[C:5]([NH:7][C:8]([O:10][CH2:11][CH:12]=[CH2:13])=[O:9])[C:4]([O:14][CH3:15])=[C:3]1[C:16]([OH:18])=[O:17] |f:1.2|. Procedure details: A mixture of 0.93 g (3.3 mmol) of ethyl 1-methyl-4-[(allyloxycarbonyl)amino]-3-methoxy-1H-pyrrole-2-carboxylate (prepared according to the method described in K. Narkunan, M. A. Ciufolini, Synthesis, 2000, 673–676), 3.3 ml of a 2 molar sodium hydroxide aqueous solution and 3.3 ml of ethanol is stirred at room temperature for 5 days. Water is added and the ethanol is evaporated. After extraction with diethyl ether, the aqueous phase is acidified to pH 2 with concentrated hydrochloric acid. Extrac... Run in C(Cl)(Cl)Cl.CO (chloroform methanol). The yield is 28.6%. Starting materials: [Si](C1=CC=CC=C1)(C1=CC=CC=C1)(C(C)(C)C)OC1=CC=C(OC[C@H](CNCCC2=CC=C(NC3CCN(CC3)C(=O)C=3NC4=CC=C(C=C4C3)OC)C=C2)O)C=C1 ((4-[4-(2-{[(2S)-3-(4-{[tert-Butyl(diphenyl)silyl]oxy}phenoxy)-2-hydroxy-propyl]amino}ethyl)anilino]-1-piperidinyl}(5-methoxy-1H-indol-2-yl)methanone). Reaction SMILES: [Si]([O:18][C:19]1[CH:58]=[CH:57][C:22]([O:23][CH2:24][C@@H:25]([OH:56])[CH2:26][NH:27][CH2:28][CH2:29][C:30]2[CH:55]=[CH:54][C:33]([NH:34][CH:35]3[CH2:40][CH2:39][N:38]([C:41]([C:43]4[NH:44][C:45]5[C:50]([CH:51]=4)=[CH:49][C:48]([O:52][CH3:53])=[CH:47][CH:46]=5)=[O:42])[CH2:37][CH2:36]3)=[CH:32][CH:31]=2)=[CH:21][CH:20]=1)(C(C)(C)C)(C1C=CC=CC=1)C1C=CC=CC=1>C(Cl)(Cl)Cl.CO>[OH:56][CH:25]([CH2:24][O:23][C:22]1[CH:21]=[CH:20][C:19]([OH:18])=[CH:58][CH:57]=1)[CH2:26][NH:27][CH2:28][CH2:29][C:30]1[CH:55]=[CH:54][C:33]([NH:34][CH:35]2[CH2:36][CH2:37][N:38]([C:41]([C:43]3[NH:44][C:45]4[C:50]([CH:51]=3)=[CH:49][C:48]([O:52][CH3:53])=[CH:47][CH:46]=4)=[O:42])[CH2:39][CH2:40]2)=[CH:32][CH:31]=1 |f:1.2|. Procedure: (4-[4-(2-{[(2S)-3-(4-{[tert-Butyl(diphenyl)silyl]oxy}phenoxy)-2-hydroxy-propyl]amino}ethyl)anilino]-1-piperidinyl}(5-methoxy-1H-indol-2-yl)methanone (0.128 g, 0.161 mmol) was reacted according to Procedure H (eluant: 5:1 chloroform-methanol) to give the title compound (0.026 g, 0.046 mmol). The product is OC(CNCCC1=CC=C(C=C1)NC1CCN(CC1)C(=O)C=1NC2=CC=C(C=C2C1)OC)COC1=CC=C(C=C1)O ([4-(4-{2-[2-Hydroxy-3-(4-hydroxy-phenoxy)-propylamino]-ethyl}-phenylamino)-piperidin-1-yl]-(5-methoxy-1H-indol-2-yl)-methanone). Reactants: CCO, Nc1c(I)cc([N+](=O)[O-])cc1I, O=N[O-], [Na+], O, O=S(=O)(O)O. Yields the product O=[N+]([O-])c1cc(I)cc(I)c1. RXN SMILES: [CH3:23][CH2:24][OH:25].[I:1][c:2]1[c:3]([NH2:4])[c:5]([I:12])[cH:6][c:7]([N+:9](=[O:10])[O-:11])[cH:8]1.[N:18]([O-:19])=[O:20].[Na+:21].[OH2:22].[S:13](=[O:14])(=[O:15])([OH:16])[OH:17]>>[I:1][c:2]1[cH:3][c:5]([I:12])[cH:6][c:7]([N+:9](=[O:10])[O-:11])[cH:8]1. Reactants: ClC1=NC=CC(=C1)C#CC=1N=C(NC1)C (2-chloro-4-(2-methyl-1H-imidazol-4-ylethynyl)-pyridine), FC1=NC(=CC=C1)C (2-fluoro-6-methyl-pyridine). The product is ClC1=NC=CC(=C1)C#CC=1N=C(N(C1)C1=NC(=CC=C1)C)C (2-[4-(2-Chloro-pyridin-4-ylethynyl)-2-methyl-imidazol-1-yl]-6-methyl-pyridine). RXN SMILES: [Cl:1][C:2]1[CH:7]=[C:6]([C:8]#[C:9][C:10]2[N:11]=[C:12]([CH3:15])[NH:13][CH:14]=2)[CH:5]=[CH:4][N:3]=1.F[C:17]1[CH:22]=[CH:21][CH:20]=[C:19]([CH3:23])[N:18]=1>>[Cl:1][C:2]1[CH:7]=[C:6]([C:8]#[C:9][C:10]2[N:11]=[C:12]([CH3:15])[N:13]([C:17]3[CH:22]=[CH:21][CH:20]=[C:19]([CH3:23])[N:18]=3)[CH:14]=2)[CH:5]=[CH:4][N:3]=1. Procedure: The title compound, MS: m/e=309.5 (M+H+), was prepared in accordance with the general method of example 3 from 2-chloro-4-(2-methyl-1H-imidazol-4-ylethynyl)-pyridine and 2-fluoro-6-methyl-pyridine.